Dataset: the Open Reaction Database (ORD), a public repository of structured organic reaction records. Task: describe an organic reaction: reactants, conditions, products, and yield The reactants are CCC1C=C(C)CC(C)CC(OC)C2OC(O)(C(=O)C(=O)N3C(O[SiH](C)C)CCCC3C(=O)OC(C(C)=CC3CCC(=O)C(OC)C3)C(C)C(C(C)(C)C)CC1=O)C(C)CC2OC, CC(=O)Cc1ccccc1, CC(C)O[Ti+](OC(C)C)OC(C)C, [Cl-], ClCCl, C1CCOC1. Product: CCC1C=C(C)CC(C)CC(OC)C2OC(O)(C(=O)C(=O)N3C(O[SiH](C)C)CCCC3C(=O)OC(C(C)=CC3CCC(O)(C(C(C)=O)c4ccccc4)C(OC)C3)C(C)C(C(C)(C)C)CC1=O)C(C)CC2OC. As a reaction SMILES: [CH2:11]([CH3:12])[CH:13]1[C:14](=[O:73])[CH2:15][CH:16]([C:69]([CH3:70])([CH3:71])[CH3:72])[CH:17]([CH3:68])[CH:18]([C:56](=[CH:57][CH:58]2[CH2:59][CH:60]([O:65][CH3:66])[C:61](=[O:64])[CH2:62][CH2:63]2)[CH3:67])[O:19][C:20](=[O:55])[CH:21]2[CH2:22][CH2:23][CH2:24][CH:25]([O:51][SiH:52]([CH3:53])[CH3:54])[N:26]2[C:27](=[O:50])[C:28](=[O:49])[C:29]2([OH:48])[CH:30]([CH3:47])[CH2:31][CH:32]([O:45][CH3:46])[CH:33]([CH:34]([O:42][CH3:43])[CH2:35][CH:36]([CH3:41])[CH2:37][C:38]([CH3:40])=[CH:39]1)[O:44]2.[CH3:1][C:2](=[O:3])[CH2:4][c:5]1[cH:6][cH:7][cH:8][cH:9][cH:10]1.[CH:83]([O:84][Ti+:85]([O:86][CH:87]([CH3:88])[CH3:89])[O:90][CH:91]([CH3:92])[CH3:93])([CH3:94])[CH3:95].[Cl-:82].[Cl:79][CH2:80][Cl:81].[O:74]1[CH2:75][CH2:76][CH2:77][CH2:78]1>>[CH3:1][C:2](=[O:3])[CH:4]([c:5]1[cH:6][cH:7][cH:8][cH:9][cH:10]1)[C:61]1([OH:64])[CH:60]([O:65][CH3:66])[CH2:59][CH:58]([CH:57]=[C:56]([CH:18]2[CH:17]([CH3:68])[CH:16]([C:69]([CH3:70])([CH3:71])[CH3:72])[CH2:15][C:14](=[O:73])[CH:13]([CH2:11][CH3:12])[CH:39]=[C:38]([CH3:40])[CH2:37][CH:36]([CH3:41])[CH2:35][CH:34]([O:42][CH3:43])[CH:33]3[CH:32]([O:45][CH3:46])[CH2:31][CH:30]([CH3:47])[C:29]([OH:48])([C:28](=[O:49])[C:27](=[O:50])[N:26]4[CH:21]([C:20](=[O:55])[O:19]2)[CH2:22][CH2:23][CH2:24][CH:25]4[O:51][SiH:52]([CH3:53])[CH3:54])[O:44]3)[CH3:67])[CH2:63][CH2:62]1.